From a dataset of the Open Reaction Database (ORD), a public repository of structured organic reaction records. describe an organic reaction: reactants, conditions, products, and yield Reactants: FC1=CC=C(C(=O)C2=NC(=CC=C2)C)C=C1 (2-(4-fluorobenzoyl)-6-methylpyridine), [N-]=[N+]=[N-].[Na+] (sodium azide), O (water). Run in CS(=O)C (DMSO). Conditions: time 30 minute. Product: NC1=CC=C(C=C1)C(O)C1=NC(=CC=C1)C ((4-aminophenyl)(6-methylpyridin-2-yl)methanol). Isolated yield 72.3%. As a reaction SMILES: F[C:2]1[CH:16]=[CH:15][C:5]([C:6]([C:8]2[CH:13]=[CH:12][CH:11]=[C:10]([CH3:14])[N:9]=2)=[O:7])=[CH:4][CH:3]=1.[N-:17]=[N+]=[N-].[Na+].O>CS(C)=O>[NH2:17][C:2]1[CH:16]=[CH:15][C:5]([CH:6]([C:8]2[CH:13]=[CH:12][CH:11]=[C:10]([CH3:14])[N:9]=2)[OH:7])=[CH:4][CH:3]=1 |f:1.2|. Procedure: A solution of 2-(4-fluorobenzoyl)-6-methylpyridine (2.0 g) and sodium azide (3.36 g) in DMSO (40 ml) and the mixture was stirred for 24 hours at 90° C. To the reaction mixture was added water, and the mixture was extracted with diethylether. The organic layer was washed with saturated brine, dried over magnesium sulfate and concentrated under reduced pressure, and a solution of the residue (1.88 g) in THF (40 ml) was added dropwise to a suspension of aluminum lithium hydride (0.60 g) in. THF (20... Reactants: Cc1ccc(-n2nc(Br)c3ccc(C(=O)O)cc32)cc1, Cc1noc(C(C)N)n1, CCN=C=NCCCN(C)C, CN1CCOCC1, CN(C)C=O, Cl, Cl, Cl, On1nnc2cccnc21. The product is Cc1ccc(-n2nc(Br)c3ccc(C(=O)NC(C)c4nc(C)no4)cc32)cc1. As a reaction SMILES: [Br:1][c:2]1[n:3][n:4](-[c:14]2[cH:15][cH:16][c:17]([CH3:20])[cH:18][cH:19]2)[c:5]2[cH:6][c:7]([C:11](=[O:12])[OH:13])[cH:8][cH:9][c:10]12.[CH3:23][c:24]1[n:25][o:26][c:27]([CH:29]([CH3:30])[NH2:31])[n:28]1.[CH3:33][N:34]([CH3:35])[CH2:36][CH2:37][CH2:38][N:39]=[C:40]=[N:41][CH2:42][CH3:43].[CH3:54][N:55]1[CH2:56][CH2:57][O:58][CH2:59][CH2:60]1.[CH3:61][N:62]([CH3:63])[CH:64]=[O:65].[ClH:21].[ClH:22].[ClH:32].[OH:44][n:45]1[c:46]2[n:47][cH:48][cH:49][cH:50][c:51]2[n:52][n:53]1>>[Br:1][c:2]1[n:3][n:4](-[c:14]2[cH:15][cH:16][c:17]([CH3:20])[cH:18][cH:19]2)[c:5]2[cH:6][c:7]([C:11](=[O:13])[NH:31][CH:29]([c:27]3[o:26][n:25][c:24]([CH3:23])[n:28]3)[CH3:30])[cH:8][cH:9][c:10]12. Reactants: ClCCC(=O)C=1C=C2C(CCC(C2=CC1)(C)C)(C)C (6-(3-Chloropropionyl)-1,2,3,4-tetrahydro-1,1,4,4-tetramethylnaphthalene), N(N)C1=CC=C(C(=O)O)C=C1 (4-hydrazinobenzoic acid). Run in CN(C=O)C (dimethylformamide). The product is C(=O)(O)C1=CC=C(C=C1)N1N=C(CC1)C1=CC=2C(CCC(C2C=C1)(C)C)(C)C (1-(4-Carboxyphenyl)-3-(5,6,7,8-tetrahydro-5,5,8,8-tetramethyl-2-naphthalenyl)-2-pyrazoline). Reaction SMILES: Cl[CH2:2][CH2:3][C:4]([C:6]1[CH:7]=[C:8]2[C:13](=[CH:14][CH:15]=1)[C:12]([CH3:17])([CH3:16])[CH2:11][CH2:10][C:9]2([CH3:19])[CH3:18])=O.[NH:20]([C:22]1[CH:30]=[CH:29][C:25]([C:26]([OH:28])=[O:27])=[CH:24][CH:23]=1)[NH2:21]>CN(C)C=O>[C:26]([C:25]1[CH:24]=[CH:23][C:22]([N:20]2[CH2:2][CH2:3][C:4]([C:6]3[CH:15]=[CH:14][C:13]4[C:12]([CH3:17])([CH3:16])[CH2:11][CH2:10][C:9]([CH3:18])([CH3:19])[C:8]=4[CH:7]=3)=[N:21]2)=[CH:30][CH:29]=1)([OH:28])=[O:27]. Reported procedure: 2.8 g (10 millimoles) of 6-3-chloropropionyl)-1,2,3,4-tetrahydro-1,1,4,4-tetramethylnaphthalene (for preparation see Example 9) and 1.5 g (10 millimoles) of 4-hydrazinobenzoic acid in 40 ml of dimethylformamide was stirred until the reaction was complete (check by thinlayer chromatography). The mixture was poured onto water and the resulting crystals were filtered off under suction and washed with water and ethanol. Drying gave 2.2 g of the title compound of melting point 276°-278° C. The reactants are COC=1C=CC2=C(N=C(S2)CC2(C3CC4CC(CC2C4)C3)O)C1 (2-(5-methoxy-benzothiazol-2-ylmethyl)adamantan-2-ol), COC=1C=CC2=C(N=C(S2)CC2(C3CC4CC(CC2C4)C3)O)C1 (2-(5-methoxy-benzothiazol-2-ylmethyl)adamantan-2-ol), Cl.N1=CC=CC=C1 (pyridine hydrochloride). Run in C(C)(=O)OCC (ethyl acetate). The product is C12C(C3CC(CC(C1)C3)C2)=CC=2SC3=C(N2)C=C(C=C3)O (2-(Adamantan-2-ylidenemethyl)benzothiazol-5-ol). Reaction SMILES: C[O:2][C:3]1[CH:4]=[CH:5][C:6]2[S:10][C:9]([CH2:11][C:12]3(O)[CH:19]4[CH2:20][CH:15]5[CH2:16][CH:17]([CH2:21][CH:13]3[CH2:14]5)[CH2:18]4)=[N:8][C:7]=2[CH:23]=1.Cl.N1C=CC=CC=1>C(OCC)(=O)C>[CH:13]12[CH2:21][CH:17]3[CH2:16][CH:15]([CH2:20][CH:19]([CH2:18]3)[C:12]1=[CH:11][C:9]1[S:10][C:6]3[CH:5]=[CH:4][C:3]([OH:2])=[CH:23][C:7]=3[N:8]=1)[CH2:14]2 |f:1.2|. Procedure details: 300 mg 2-(5-methoxy-benzothiazol-2-ylmethyl)adamantan-2-ol (formula IX) and 527 mg pyridine hydrochloride are heated at about 200° for about 30 minutes. The melt obtained is dissolved in 100 ml of ethyl acetate, the mixture is extracted with water, 2.5 M sodium acetate solution and brine, the organic phase dried and the solvent evaporated off. The evaporation residue obtained is subjected to chromatography. The title compound is obtained (m.p. 156-158°). Reaction SMILES: [F:1][CH:2]([F:32])[O:3][CH2:4][C@@H:5]([O:7][C:8]1[CH:9]=[C:10]([CH:21]=[C:22]([O:24]CC2C=CC=CC=2)[CH:23]=1)[C:11]([NH:13][C:14]1[CH:19]=[N:18][C:17]([CH3:20])=[CH:16][N:15]=1)=[O:12])[CH3:6]>C(O)C>[F:32][CH:2]([F:1])[O:3][CH2:4][C@@H:5]([O:7][C:8]1[CH:9]=[C:10]([CH:21]=[C:22]([OH:24])[CH:23]=1)[C:11]([NH:13][C:14]1[CH:19]=[N:18][C:17]([CH3:20])=[CH:16][N:15]=1)=[O:12])[CH3:6]. Isolated yield 99.6%. The product is FC(OC[C@H](C)OC=1C=C(C(=O)NC2=NC=C(N=C2)C)C=C(C1)O)F (3-[(2S)-1-(Difluoromethoxy)propan-2-yl]oxy-5-hydroxy-N-(5-methylpyrazin-2-yl)benzamide). Procedure details: 3-[(2S)-1-(difluoromethoxy)propan-2-yl]oxy-N-(5-methylpyrazin-2-yl)-5-phenylmethoxy-benzamide (0.48 g, 1.08 mmol) was dissolved in ethanol (10 mL) and THF (10 mL) and the flask evacuated and purged with argon (3 times). 10% Palladium on carbon (48 mg) was added and the flask further evacuated and finally purged with hydrogen gas. The reaction mixture was stirred at RT for 20 hours. The reaction mixture was evacuated and purged with argon (3 times) and the catalyst removed by filtration through C... Run at time 20 hour. Reactants: FC(OC[C@H](C)OC=1C=C(C(=O)NC2=NC=C(N=C2)C)C=C(C1)OCC1=CC=CC=C1)F (3-[(2S)-1-(difluoromethoxy)propan-2-yl]oxy-N-(5-methylpyrazin-2-yl)-5-phenylmethoxy-benzamide). Run in C(C)O (ethanol).